From a dataset of the Open Reaction Database (ORD), a public repository of structured organic reaction records. describe an organic reaction: reactants, conditions, products, and yield Starting materials: O1[C@H](C1)COC=1C=C(C=CC1)C1=NOC2=NC=CC=C21 ((R)-3-(3-oxiranylmethoxy-phenyl)-isoxazolo[5,4-b]pyridine), CN(C=O)C (dimethylformamide). Run in C(C)O (ethanol), C1NCCC2=CC=CC=C12 (1,2,3,4-tetrahydroisoquinoline), C(C)O (ethanol). The product is C1N(CCC2=CC=CC=C12)C[C@H](COC1=CC(=CC=C1)C1=NOC2=NC=CC=C21)O ((R)-1-(3,4-dihydro-1H-isoquinolin-2-yl)-3-(3-isoxazolo[5,4-b]pyridin-3-yl-phenoxy)-propan-2-ol). As a reaction SMILES: [O:1]1[CH2:3][C@@H:2]1[CH2:4][O:5][C:6]1[CH:7]=[C:8]([C:12]2[C:20]3[C:15](=[N:16][CH:17]=[CH:18][CH:19]=3)[O:14][N:13]=2)[CH:9]=[CH:10][CH:11]=1.[CH3:21][N:22]([CH3:25])C=O>C(O)C.C1C2C(=CC=CC=2)CCN1>[CH2:21]1[C:9]2[C:8](=[CH:7][CH:6]=[CH:11][CH:10]=2)[CH2:12][CH2:25][N:22]1[CH2:3][C@@H:2]([OH:1])[CH2:4][O:5][C:6]1[CH:11]=[CH:10][CH:9]=[C:8]([C:12]2[C:20]3[C:15](=[N:16][CH:17]=[CH:18][CH:19]=3)[O:14][N:13]=2)[CH:7]=1. Procedure details: The title compound is prepared from a mixture of (R)-3-(3-oxiranylmethoxy-phenyl)-isoxazolo[5,4-b]pyridine in dimethylformamide and ethanol and 1,2,3,4-tetrahydroisoquinoline in ethanol essentially as described above in Example 102. Purity by LC/MS=100%, [M+H]+=402. Starting materials: C1(=CC=CC=C1)C(N1C=NC(=C1)CCCOC1=CC=C(C=C1)F)(C1=CC=CC=C1)C1=CC=CC=C1 (1-triphenylmethyl-4-[3-(4-fluorophenoxy)propyl]-1H-imidazole). Run in O1CCCC1 (tetrahydrofuran), Cl (hydrochloric acid). Yields the product FC1=CC=C(OCCCC=2N=CNC2)C=C1 (4-[3-(4-Fluorophenoxy)propyl]-1H-imidazole). RXN SMILES: C1(C(C2C=CC=CC=2)(C2C=CC=CC=2)[N:8]2[CH:12]=[C:11]([CH2:13][CH2:14][CH2:15][O:16][C:17]3[CH:22]=[CH:21][C:20]([F:23])=[CH:19][CH:18]=3)[N:10]=[CH:9]2)C=CC=CC=1>O1CCCC1.Cl>[F:23][C:20]1[CH:19]=[CH:18][C:17]([O:16][CH2:15][CH2:14][CH2:13][C:11]2[N:10]=[CH:9][NH:8][CH:12]=2)=[CH:22][CH:21]=1. Procedure: A solution of 147 mg (0.4 mmol) of 1-triphenylmethyl-4-[3-(4-fluorophenoxy)propyl]-1H-imidazole in 1 ml of tetrahydrofuran and 2 ml of 2N hydrochloric acid is heated at 70° C. for 2 hours. The tetrahydrofuran is then evaporated under reduced pressure. The aqueous solution is filtered and basified with potassium bicarbonate. The product is extracted with chloroform and dried over magnesium sulphate. The solvent is evaporated under reduced pressure to give the title compound in the form of a white... The reactants are C(C)OC=1C=C(C=CC1OCC)C=1SC=C(N1)C1=CC(C(C=C1)(CC=C)O)C(=O)OC (2-(3,4-diethoxyphenyl)-4-(3-methoxycarbonyl-4-hydroxy-4-allylphenyl)thiazole), aqueous solution, of4-methylmorpholine N-oxide. The reagents and catalysts are [Os](=O)(=O)(=O)=O (osmium tetroxide). Run in CO (methanol), O1CCCC1 (tetrahydrofuran). Run at time 4 hour. The product is C(C)OC=1C=C(C=CC1OCC)C=1SC=C(N1)C1=CC(=C(C(=C1)CC(CO)O)O)C(=O)OC (2-(3,4-diethoxyphenyl)-4-(3-methoxycarbonyl-4-hydroxy-5-(2,3-dihydroxypropyl)phenyl]thiazole). Isolated yield 160.4%. As a reaction SMILES: [CH2:1]([O:3][C:4]1[CH:5]=[C:6]([C:13]2[S:14][CH:15]=[C:16]([C:18]3[CH:23]=[CH:22][C:21]([OH:27])(CC=C)[CH:20]([C:28]([O:30][CH3:31])=[O:29])[CH:19]=3)[N:17]=2)[CH:7]=[CH:8][C:9]=1[O:10][CH2:11][CH3:12])[CH3:2]>CO.O1CCCC1.[Os](=O)(=O)(=O)=O>[CH2:1]([O:3][C:4]1[CH:5]=[C:6]([C:13]2[S:14][CH:15]=[C:16]([C:18]3[CH:23]=[C:22]([CH2:5][CH:4]([OH:3])[CH2:9][OH:10])[C:21]([OH:27])=[C:20]([C:28]([O:30][CH3:31])=[O:29])[CH:19]=3)[N:17]=2)[CH:7]=[CH:8][C:9]=1[O:10][CH2:11][CH3:12])[CH3:2]. Procedure: To a solution of 1 g of 2-(3,4-diethoxyphenyl)-4-(3-methoxycarbonyl-4-hydroxy-4-allylphenyl)thiazole in 20 ml of methanol and 20 ml of tetrahydrofuran were added 0.5 ml of osmium tetroxide (a 4% aqueous solution) and 1.22 g of4-methylmorpholine N-oxide. The mixture was stirred at room temperature for 4 hours. The solvent was removed by distillation. The residue was mixed with 50 ml of dichloromethane and 25 ml of water for phase separation. The organic layer was washed with 25 ml of a saturated ... Starting materials: C[O-].[Na+] (sodium methoxide), Cl.ClC=CCON (3-chloroallyloxyamine hydrochloride), C(CCC)(=O)C1C(CC(CC1=O)CC(C)SCC)=O (2-butyryl-5-(2-ethylthiopropyl)cyclohexane-1,3-dione). Solvent: CO (methanol). Reaction conditions: time 10 minute. Product: ClC=CCON=C(CCC)[C@@H]1C(C[C@H](CC1=O)CC(C)SCC)=O (Trans-2-[1-(3-chloroallyloxyimino)butyl]-5-(2-ethylthiopropyl)cyclohexane-1,3-dione). RXN SMILES: C[O-].[Na+].Cl.[Cl:5][CH:6]=[CH:7][CH2:8][O:9][NH2:10].[C:11]([CH:16]1[C:21](=[O:22])[CH2:20][CH:19]([CH2:23][CH:24]([S:26][CH2:27][CH3:28])[CH3:25])[CH2:18][C:17]1=[O:29])(=O)[CH2:12][CH2:13][CH3:14]>CO>[Cl:5][CH:6]=[CH:7][CH2:8][O:9][N:10]=[C:11]([C@H:16]1[C:21](=[O:22])[CH2:20][C@H:19]([CH2:23][CH:24]([S:26][CH2:27][CH3:28])[CH3:25])[CH2:18][C:17]1=[O:29])[CH2:12][CH2:13][CH3:14] |f:0.1,2.3|. Procedure: 0.38 g of sodium methoxide, 10 ml of methanol, and 1.0 g of 3-chloroallyloxyamine hydrochloride (H2NOCH2CH=CHCl) were admixed together and then stirred for 10 minutes at room temperature. 2 g of 2-butyryl-5-(2-ethylthiopropyl)cyclohexane-1,3-dione was added and the resulting mixture stirred for about two days at room temperature. The mixture was then concentrated by evaporation and the concentrate mixed with 60 ml of diethyl ether and 40 ml of water. The ether layer was extracted with 40 ml of a... Reactants: C1CCNCC1, Cc1[nH]c(C=O)c(C)c1C(=O)N1CCN(C)CC1, COc1ccc(-c2cccc3c2CC(=O)N3)cc1, CCO. Yields the product COc1ccc(-c2cccc3c2C(=Cc2[nH]c(C)c(C(=O)N4CCN(C)CC4)c2C)C(=O)N3)cc1. As a reaction SMILES: [CH2:37]1[CH2:38][CH2:39][NH:40][CH2:41][CH2:42]1.[CH3:19][c:20]1[c:21]([CH:35]=[O:36])[nH:22][c:23]([CH3:34])[c:24]1[C:25](=[O:26])[N:27]1[CH2:28][CH2:29][N:30]([CH3:33])[CH2:31][CH2:32]1.[CH3:1][O:2][c:3]1[cH:4][cH:5][c:6](-[c:9]2[c:10]3[c:14]([cH:15][cH:16][cH:17]2)[NH:13][C:12](=[O:18])[CH2:11]3)[cH:7][cH:8]1.[CH3:43][CH2:44][OH:45]>>[CH3:1][O:2][c:3]1[cH:4][cH:5][c:6](-[c:9]2[c:10]3[c:14]([cH:15][cH:16][cH:17]2)[NH:13][C:12](=[O:18])[C:11]3=[CH:35][c:21]2[c:20]([CH3:19])[c:24]([C:25](=[O:26])[N:27]3[CH2:28][CH2:29][N:30]([CH3:33])[CH2:31][CH2:32]3)[c:23]([CH3:34])[nH:22]2)[cH:7][cH:8]1. The reactants are COC=1C=C(CCC=2C=CC(NN2)=O)C=C(C1OC)OC (6-(3,4,5-Trimethoxyphenethyl)pyridazin-3(2H)-one), P(=O)(Cl)(Cl)Cl (phosphorus oxychloride), [OH-].[Na+] (sodium hydroxide). The solvent is O (water). Reaction conditions: time 8 hour. Yields the product ClC=1N=NC(=CC1)CCC1=CC(=C(C(=C1)OC)OC)OC (3-Chloro-6-(3,4,5-trimethoxyphenethyl) pyridazine). As a reaction SMILES: [CH3:1][O:2][C:3]1[CH:4]=[C:5]([CH:15]=[C:16]([O:20][CH3:21])[C:17]=1[O:18][CH3:19])[CH2:6][CH2:7][C:8]1[CH:9]=[CH:10][C:11](=O)[NH:12][N:13]=1.P(Cl)(Cl)([Cl:24])=O.[OH-].[Na+]>O>[Cl:24][C:11]1[N:12]=[N:13][C:8]([CH2:7][CH2:6][C:5]2[CH:4]=[C:3]([O:2][CH3:1])[C:17]([O:18][CH3:19])=[C:16]([O:20][CH3:21])[CH:15]=2)=[CH:9][CH:10]=1 |f:2.3|. Reported procedure: A mixture of 6-(3,4,5-Trimethoxyphenethyl)pyridazin-3(2H)-one (2.80 g; 9.65 mmol) and phosphorus oxychloride (70 ml) was heated at 100° for 1 h, cooled to room temperature and hydrolysed by careful, gradual addition to water over 3 h, so that the temperature did not exceed 30°. The mixture was then basified to pH12 by the addition of sodium hydroxide solution (10N, 700 ml) and then left at 4° overnight. The precipitate was filtered at the pump, washed well with water to remove inorganic salts an...